Dataset: the Open Reaction Database (ORD), a public repository of structured organic reaction records. Task: describe an organic reaction: reactants, conditions, products, and yield The reactants are O (water), ClC1=NC=NC(=C1)C(F)(F)F (4-chloro-6-(trifluoromethyl)pyrimidine), C(=O)(OC(C)(C)C)N1CCC(CC1)N (Boc-4-aminopiperidine), CCN(C(C)C)C(C)C (DIPEA). The solvent is CN1CCCC1=O (NMP). Product: FC(C1=CC(=NC=N1)N1CCC(CC1)NC(OC(C)(C)C)=O)(F)F (tert-Butyl 1-(6-(trifluoromethyl)pyrimidin-4-yl)piperidin-4-ylcarbamate). Yield: 92.0%. As a reaction SMILES: ClC1C=[C:6]([C:8]([F:11])([F:10])[F:9])[N:5]=[CH:4][N:3]=1.[C:12]([N:19]1CCC(N)C[CH2:20]1)([O:14][C:15]([CH3:18])([CH3:17])[CH3:16])=[O:13].[CH3:26][CH2:27][N:28]([CH:32]([CH3:34])C)[CH:29]([CH3:31])C.O>CN1C(=O)CCC1>[F:11][C:8]([F:9])([F:10])[C:6]1[N:5]=[CH:4][N:3]=[C:32]([N:28]2[CH2:27][CH2:26][CH:20]([NH:19][C:12](=[O:13])[O:14][C:15]([CH3:18])([CH3:17])[CH3:16])[CH2:31][CH2:29]2)[CH:34]=1. Procedure: To a mixture of 4-chloro-6-(trifluoromethyl)pyrimidine (0.82 g, 4.49 mmol) and Boc-4-aminopiperidine (1.17 g, 5.84 mmol) in NMP (5.7 mL) was added DIPEA (1.10 mL, 6.29 mmol) and after 30 minutes the mixture was poured into water and extracted with ethyl acetate. The combined organic phases were dried over sodium sulfate, filtered and evaporated. Purification by chromatography (silica gel, 70 g, 0 to 50% ethyl acetate in heptane) afforded the title compound (1.43 g, 92%) as a white solid. MS ISP ...